Dataset: the Open Reaction Database (ORD), a public repository of structured organic reaction records. Task: describe an organic reaction: reactants, conditions, products, and yield Reactants: Brc1cccc(Br)n1, N#Cc1cccc(C=O)c1, C1CCOC1, [Li]CCCC. The product is N#Cc1cccc(C(O)c2cccc(Br)n2)c1. Reaction SMILES: [Br:1][c:2]1[n:3][c:4]([Br:8])[cH:5][cH:6][cH:7]1.[C:14](#[N:15])[c:16]1[cH:17][c:18]([CH:19]=[O:20])[cH:21][cH:22][cH:23]1.[CH2:24]1[O:25][CH2:26][CH2:27][CH2:28]1.[CH3:9][CH2:10][CH2:11][CH2:12][Li:13]>>[c:2]1([CH:19]([c:18]2[cH:17][c:16]([C:14]#[N:15])[cH:23][cH:22][cH:21]2)[OH:20])[n:3][c:4]([Br:8])[cH:5][cH:6][cH:7]1. Reactants: CCOC(OCC)c1cc(C)c(C(=O)OC)s1, O=CO, C1COCCO1. The product is COC(=O)c1sc(C=O)cc1C. As a reaction SMILES: [CH3:1][O:2][C:3](=[O:4])[c:5]1[s:6][c:7]([CH:11]([O:12][CH2:16][CH3:17])[O:13][CH2:14][CH3:15])[cH:8][c:9]1[CH3:10].[CH:18]([OH:19])=[O:20].[O:21]1[CH2:22][CH2:23][O:24][CH2:25][CH2:26]1>>[CH3:1][O:2][C:3](=[O:4])[c:5]1[s:6][c:7]([CH:11]=[O:12])[cH:8][c:9]1[CH3:10]. Reactants: N1C=NC2=C1C=CC(=C2)CC(C(=O)N2CCC(CC2)C)N (1-(1H-benzimidazol-5-yl-methyl)-2-(4-methyl-piperidin-1-yl)-2-oxo-ethylamine), ClC1=C(C=C(C=C1)S(=O)(=O)Cl)[N+](=O)[O-] (4-chloro-3-nitro-benzenesulphonic acid chloride). The product is N1C=NC2=C1C=CC(=C2)CC(C(=O)N2CCC(CC2)C)NS(=O)(=O)C2=CC(=C(C=C2)Cl)[N+](=O)[O-] (N-[1-(1H-Benzimidazol-5-yl-methyl)-2-(4-methyl-piperidin-1-yl)-2-oxo-ethyl]-4-chloro-3-nitrobenzenesulphonamide). As a reaction SMILES: [NH:1]1[C:5]2[CH:6]=[CH:7][C:8]([CH2:10][CH:11]([NH2:21])[C:12]([N:14]3[CH2:19][CH2:18][CH:17]([CH3:20])[CH2:16][CH2:15]3)=[O:13])=[CH:9][C:4]=2[N:3]=[CH:2]1.[Cl:22][C:23]1[CH:28]=[CH:27][C:26]([S:29](Cl)(=[O:31])=[O:30])=[CH:25][C:24]=1[N+:33]([O-:35])=[O:34]>>[NH:1]1[C:5]2[CH:6]=[CH:7][C:8]([CH2:10][CH:11]([NH:21][S:29]([C:26]3[CH:27]=[CH:28][C:23]([Cl:22])=[C:24]([N+:33]([O-:35])=[O:34])[CH:25]=3)(=[O:30])=[O:31])[C:12]([N:14]3[CH2:19][CH2:18][CH:17]([CH3:20])[CH2:16][CH2:15]3)=[O:13])=[CH:9][C:4]=2[N:3]=[CH:2]1. Reported procedure: Prepared from 1-(1H-benzimidazol-5-yl-methyl)-2-(4-methyl-piperidin-1-yl)-2-oxo-ethylamine and 4-chloro-3-nitro-benzenesulphonic acid chloride analogously to Example 2. Reactants: CCCCCC (hexane), C(C)(=O)OCC (ethyl acetate), S1C(=CC=C1)S (thiophene-2-thiol), OCCN1CCNCC1 (1-(2-hydroxyethyl) piperazine). The solvent is C1(=CC=CC=C1)C (toluene). Yields the product 2-[1-(2'-hydroxyethyl)piperazino] thiophene, N1(CCNCC1)C=1SC=CC1 (piperazino-thiophene). Isolated yield 96.3%. RXN SMILES: [S:1]1[CH:5]=[CH:4][CH:3]=[C:2]1S.OCC[N:10]1[CH2:15][CH2:14][NH:13][CH2:12][CH2:11]1.CCCCCC.C(OCC)(=O)C>C1(C)C=CC=CC=1>[N:10]1([C:2]2[S:1][CH:5]=[CH:4][CH:3]=2)[CH2:15][CH2:14][NH:13][CH2:12][CH2:11]1. Procedure: 2-[1-(2'-hydroxyethyl)piperazino] thiophene 18 was prepared by warming a solution containing thiophene-2-thiol (1.16 g, 10.0 mmol.) and 1-(2-hydroxyethyl) piperazine (1.43 g, 11.0 mmol.) in toluene to reflux under an argon atmosphere for two hours. Completion of the reaction was confirmed by thin layer chromatography using a 4:1 ratio blend of hexane and ethyl acetate as the eluent. The reaction mixture was cooled to room temperature, and the solvent was removed in vacuo. The residue was then co...